This data is from the Open Reaction Database (ORD), a public repository of structured organic reaction records. The task is: describe an organic reaction: reactants, conditions, products, and yield Starting materials: ClC1=CC=C(C=C1)C=1C=C2C(=NC1C1=C(C=C(C=C1)Cl)Cl)OC(=C2N(C(C(F)(F)F)=O)C)C(C(C)(C)C)=O (N-[5-(4-chlorophenyl)-6-(2,4-dichlorophenyl)-2-(2,2-dimethylpropanoyl)furo[2,3-b]pyridin-3-yl]-2,2,2-trifluoro-N-methylacetamide), C([O-])([O-])=O.[K+].[K+] (potassium carbonate). The solvent is CO (methanol), O (water). The product is ClC1=CC=C(C=C1)C=1C=C2C(=NC1C1=C(C=C(C=C1)Cl)Cl)OC(=C2NC)C(C(C)(C)C)=O (1-[5-(4-Chlorophenyl)-6-(2,4-dichlorophenyl)-3-(methylamino)furo-[2,3-b]pyridin-2-yl]-2,2-dimethylpropan-1-one). RXN SMILES: [Cl:1][C:2]1[CH:7]=[CH:6][C:5]([C:8]2[CH:9]=[C:10]3[C:24]([N:25](C)[C:26](=O)C(F)(F)F)=[C:23]([C:33](=[O:38])[C:34]([CH3:37])([CH3:36])[CH3:35])[O:22][C:11]3=[N:12][C:13]=2[C:14]2[CH:19]=[CH:18][C:17]([Cl:20])=[CH:16][C:15]=2[Cl:21])=[CH:4][CH:3]=1.C(=O)([O-])[O-].[K+].[K+]>CO.O>[Cl:1][C:2]1[CH:3]=[CH:4][C:5]([C:8]2[CH:9]=[C:10]3[C:24]([NH:25][CH3:26])=[C:23]([C:33](=[O:38])[C:34]([CH3:36])([CH3:35])[CH3:37])[O:22][C:11]3=[N:12][C:13]=2[C:14]2[CH:19]=[CH:18][C:17]([Cl:20])=[CH:16][C:15]=2[Cl:21])=[CH:6][CH:7]=1 |f:1.2.3|. Reported procedure: A solution of the product from Step A (0.0703 mmol) in methanol (2 mL) and water (0.1 mL) was treated with potassium carbonate (0.049 g; 0.351 mmol) at room temperature. The reaction mixture was stirred a room temperature until the reaction was judged complete by TLC analysis. The reaction mixture was then partitioned between ethyl acetate and saturated NaHCO3 solution. The organic layer was washed twice with saturated NaHCO3 solution, brine, dried (Na2SO4), filtered, and concentrated in vacuo. ... Starting materials: CC([O-])=S, CN(C)C=O, [Na+], Cc1ccc(S(=O)(=O)OC2CCOC(c3ccccc3)O2)cc1, c1ccccc1. Yields the product CC(=O)SC1CCOC(c2ccccc2)O1. RXN SMILES: [C:24]([CH3:25])(=[S:26])[O-:27].[CH3:35][N:36]([CH3:37])[CH:38]=[O:39].[Na+:28].[c:1]1([CH:7]2[O:8][CH2:9][CH2:10][CH:11]([O:13][S:14]([c:15]3[cH:16][cH:17][c:18]([CH3:19])[cH:20][cH:21]3)(=[O:22])=[O:23])[O:12]2)[cH:2][cH:3][cH:4][cH:5][cH:6]1.[cH:29]1[cH:30][cH:31][cH:32][cH:33][cH:34]1>>[c:1]1([CH:7]2[O:8][CH2:9][CH2:10][CH:11]([S:26][C:24]([CH3:25])=[O:27])[O:12]2)[cH:2][cH:3][cH:4][cH:5][cH:6]1. Yields the product NCc1cc(C(F)(F)F)ccc1-n1cnnn1. Reaction SMILES: [OH2:18].[n:1]1(-[c:6]2[c:7]([C:8]#[N:9])[cH:10][c:11]([C:14]([F:15])([F:16])[F:17])[cH:12][cH:13]2)[n:2][n:3][n:4][cH:5]1>>[n:1]1(-[c:6]2[c:7]([CH2:8][NH2:9])[cH:10][c:11]([C:14]([F:15])([F:16])[F:17])[cH:12][cH:13]2)[n:2][n:3][n:4][cH:5]1. The reactants are O, N#Cc1cc(C(F)(F)F)ccc1-n1cnnn1. Starting materials: CS(=O)(=O)OC1CCC(O)(c2ccccn2)CC1, CC(C)(C)OC(=O)NC1CCNC1. Yields the product CC(C)(C)OC(=O)NC1CCN(C2CCC(O)(c3ccccn3)CC2)C1. RXN SMILES: [CH3:1][S:2]([O:3][CH:6]1[CH2:7][CH2:8][C:9]([c:12]2[n:13][cH:14][cH:15][cH:16][cH:17]2)([OH:18])[CH2:10][CH2:11]1)(=[O:4])=[O:5].[NH:19]1[CH2:20][CH:21]([NH:24][C:25]([O:26][C:27]([CH3:28])([CH3:29])[CH3:30])=[O:31])[CH2:22][CH2:23]1>>[CH:6]1([N:19]2[CH2:20][CH:21]([NH:24][C:25]([O:26][C:27]([CH3:28])([CH3:29])[CH3:30])=[O:31])[CH2:22][CH2:23]2)[CH2:7][CH2:8][C:9]([c:12]2[n:13][cH:14][cH:15][cH:16][cH:17]2)([OH:18])[CH2:10][CH2:11]1.